From a dataset of the Open Reaction Database (ORD), a public repository of structured organic reaction records. describe an organic reaction: reactants, conditions, products, and yield Starting materials: FC=1C=C(C=CC1F)C1NCCC2=CC=CC=C12 (1-(3,4-difluorophenyl)-1,2,3,4-tetrahydroisoquinoline), FC1=CC=C(C=C1)N=C=O (4-fluorophenyl isocyanate). The solvent is C(Cl)Cl (DCM). Reaction conditions: time 1 hour. Product: FC=1C=C(C=CC1F)C1N(CCC2=CC=CC=C12)C(=O)NC1=CC=C(C=C1)F (1-(3,4-Difluorophenyl)-N-(4-fluorophenyl)-3,4-dihydroisoquinoline-2(1H)-carboxamide). RXN SMILES: [F:1][C:2]1[CH:3]=[C:4]([CH:9]2[C:18]3[C:13](=[CH:14][CH:15]=[CH:16][CH:17]=3)[CH2:12][CH2:11][NH:10]2)[CH:5]=[CH:6][C:7]=1[F:8].[F:19][C:20]1[CH:25]=[CH:24][C:23]([N:26]=[C:27]=[O:28])=[CH:22][CH:21]=1>C(Cl)Cl>[F:1][C:2]1[CH:3]=[C:4]([CH:9]2[C:18]3[C:13](=[CH:14][CH:15]=[CH:16][CH:17]=3)[CH2:12][CH2:11][N:10]2[C:27]([NH:26][C:23]2[CH:24]=[CH:25][C:20]([F:19])=[CH:21][CH:22]=2)=[O:28])[CH:5]=[CH:6][C:7]=1[F:8]. Procedure details: To a stirred solution of 1-(3,4-difluorophenyl)-1,2,3,4-tetrahydroisoquinoline (0.1019 g, 0.415 mmol) in 3 mL of DCM, 4-fluorophenyl isocyanate (0.0550 mL, 0.484 mmol) was added. The clear solution was stirred for 1 h. The solvent was evaporated and residue was taken into small amount of DCM. The resulting precipitate was collected to yield the title compound as a white solid. The filtrate was concentrated and purified by silica gel chromatography (0-30% EtOAc in hexanes) to afford another batch...